From a dataset of the Open Reaction Database (ORD), a public repository of structured organic reaction records. describe an organic reaction: reactants, conditions, products, and yield Starting materials: Cc1ccc(-c2c3ccc(n3)c(-c3c(C)cc(C)cc3C)c3ccc(cc4nc(cc5ccc2[nH]5)C(C)(C)C4=O)[nH]3)cc1, ClC(Cl)Cl, O=C(Oc1cccc(I)c1OC(=O)C(F)(F)F)C(F)(F)F, c1ccncc1. The product is Cc1ccc(-c2c3ccc(n3)c(-c3c(C)cc(C)cc3C)c3ccc([nH]3)c(I)c3nc(cc4ccc2[nH]4)C(C)(C)C3=O)cc1. As a reaction SMILES: [CH3:1][C:2]1([CH3:43])[C:3](=[O:42])[c:4]2[cH:5][c:6]3[cH:7][cH:8][c:9]([c:10](-[c:32]4[c:33]([CH3:40])[cH:34][c:35]([CH3:39])[cH:36][c:37]4[CH3:38])[c:11]4[cH:12][cH:13][c:14]([c:15](-[c:24]5[cH:25][cH:26][c:27]([CH3:30])[cH:28][cH:29]5)[c:16]5[cH:17][cH:18][c:19]([nH:20]5)[cH:21][c:22]1[n:23]2)[n:31]4)[nH:41]3.[Cl:71][CH:72]([Cl:73])[Cl:74].[F:50][C:51]([F:52])([F:53])[C:54]([O:55][c:56]1[c:57]([O:58][C:59](=[O:60])[C:62]([F:63])([F:64])[F:65])[c:66]([I:61])[cH:67][cH:68][cH:69]1)=[O:70].[cH:44]1[cH:45][cH:46][n:47][cH:48][cH:49]1>>[CH3:1][C:2]1([CH3:43])[C:3](=[O:42])[c:4]2[c:5]([I:61])[c:6]3[cH:7][cH:8][c:9]([c:10](-[c:32]4[c:33]([CH3:40])[cH:34][c:35]([CH3:39])[cH:36][c:37]4[CH3:38])[c:11]4[cH:12][cH:13][c:14]([c:15](-[c:24]5[cH:25][cH:26][c:27]([CH3:30])[cH:28][cH:29]5)[c:16]5[cH:17][cH:18][c:19]([nH:20]5)[cH:21][c:22]1[n:23]2)[n:31]4)[nH:41]3. The reactants are ClCCCl, CC(C)(C)OC(=O)N1Cc2ccccc2CC1C(=O)NC(Cc1ccc(Cl)cc1)C(=O)N1CCC(c2ccccc2N)CC1, Cc1cc(C)c(S(=O)(=O)Cl)c(C)c1, c1ccncc1. Product: Cc1cc(C)c(S(=O)(=O)Nc2ccccc2C2CCN(C(=O)C(Cc3ccc(Cl)cc3)NC(=O)C3Cc4ccccc4CN3C(=O)OC(C)(C)C)CC2)c(C)c1. As a reaction SMILES: [Cl:64][CH2:65][CH2:66][Cl:67].[NH2:1][c:2]1[c:3]([CH:8]2[CH2:9][CH2:10][N:11]([C:14]([CH:15]([CH2:16][c:17]3[cH:18][cH:19][c:20]([Cl:23])[cH:21][cH:22]3)[NH:24][C:25](=[O:26])[CH:27]3[N:28]([C:37](=[O:38])[O:39][C:40]([CH3:41])([CH3:42])[CH3:43])[CH2:29][c:30]4[cH:31][cH:32][cH:33][cH:34][c:35]4[CH2:36]3)=[O:44])[CH2:12][CH2:13]2)[cH:4][cH:5][cH:6][cH:7]1.[c:45]1([CH3:57])[c:46]([S:53](=[O:54])(=[O:55])[Cl:56])[c:47]([CH3:52])[cH:48][c:49]([CH3:51])[cH:50]1.[cH:58]1[cH:59][cH:60][n:61][cH:62][cH:63]1>>[NH:1]([c:2]1[c:3]([CH:8]2[CH2:9][CH2:10][N:11]([C:14]([CH:15]([CH2:16][c:17]3[cH:18][cH:19][c:20]([Cl:23])[cH:21][cH:22]3)[NH:24][C:25](=[O:26])[CH:27]3[N:28]([C:37](=[O:38])[O:39][C:40]([CH3:41])([CH3:42])[CH3:43])[CH2:29][c:30]4[cH:31][cH:32][cH:33][cH:34][c:35]4[CH2:36]3)=[O:44])[CH2:12][CH2:13]2)[cH:4][cH:5][cH:6][cH:7]1)[S:53]([c:46]1[c:45]([CH3:57])[cH:50][c:49]([CH3:51])[cH:48][c:47]1[CH3:52])(=[O:54])=[O:55]. Reactants: ClC=1C=CN2C(C(=CC(=C2C1C)C1CC1)C(=O)OC)=O (methyl 8-chloro-1-cyclopropyl-9-methyl-4-oxo-4H-quinolizine-3-carboxylate), OC1=C(CNC(OC(C)(C)C)=O)C=C(C=C1)B1OC(C(O1)(C)C)(C)C (tert-butyl 2-hydroxy-5-(4,4,5,5-tetramethyl-1,3,2-dioxaborolan-2-yl)benzylcarbamate). Product: C(C)(C)(C)OC(=O)NCC=1C=C(C=CC1O)C=1C=CN2C(C(=CC(=C2C1C)C1CC1)C(=O)OC)=O (methyl 8-(3-(((tert-butoxycarbonyl)amino)methyl)-4-hydroxyphenyl)-1-cyclopropyl-9-methyl-4-oxo-4H-quinolizine-3-carboxylate). The yield is 80.7%. Reaction SMILES: Cl[C:2]1[CH:3]=[CH:4][N:5]2[C:10]([C:11]=1[CH3:12])=[C:9]([CH:13]1[CH2:15][CH2:14]1)[CH:8]=[C:7]([C:16]([O:18][CH3:19])=[O:17])[C:6]2=[O:20].[OH:21][C:22]1[CH:36]=[CH:35][C:34](B2OC(C)(C)C(C)(C)O2)=[CH:33][C:23]=1[CH2:24][NH:25][C:26](=[O:32])[O:27][C:28]([CH3:31])([CH3:30])[CH3:29]>>[C:28]([O:27][C:26]([NH:25][CH2:24][C:23]1[CH:33]=[C:34]([C:2]2[CH:3]=[CH:4][N:5]3[C:10]([C:11]=2[CH3:12])=[C:9]([CH:13]2[CH2:15][CH2:14]2)[CH:8]=[C:7]([C:16]([O:18][CH3:19])=[O:17])[C:6]3=[O:20])[CH:35]=[CH:36][C:22]=1[OH:21])=[O:32])([CH3:31])([CH3:29])[CH3:30]. Reported procedure: Methyl 8-(3-(((tert-butoxycarbonyl)amino)methyl)-4-hydroxyphenyl)-1-cyclopropyl-9-methyl-4-oxo-4H-quinolizine-3-carboxylate was prepared according to General Procedure A from methyl 8-chloro-1-cyclopropyl-9-methyl-4-oxo-4H-quinolizine-3-carboxylate (65 mg, 0.22 mmol) and tert-butyl 2-hydroxy-5-(4,4,5,5-tetramethyl-1,3,2-dioxaborolan-2-yl)benzylcarbamate (93.3 mg, 0.27 mmol). Purification by flash silica column chromatography (DCM:MeOH) (1:0 to 9:1) afforded the title compound as a yellow solid (...